From a dataset of the Open Reaction Database (ORD), a public repository of structured organic reaction records. describe an organic reaction: reactants, conditions, products, and yield Reactants: Cl.ClC1=CC=C(C=C1)NN (4-chloro-phenylhydrazine hydrochloride), CO (MeOH), C(C)C(C(=O)[O-])O (ethylglycolate). Run in C1(=CC=CC=C1)C (toluene). Yields the product COC(C=NNC1=CC=C(C=C1)Cl)=O ([(4-chlorophenyl)hydrazono]acetic acid methyl ester). Yield: 82.0%. As a reaction SMILES: Cl.[Cl:2][C:3]1[CH:8]=[CH:7][C:6]([NH:9][NH2:10])=[CH:5][CH:4]=1.C([CH:13](O)[C:14]([O-:16])=[O:15])C.[CH3:18]O>C1(C)C=CC=CC=1>[CH3:18][O:16][C:14](=[O:15])[CH:13]=[N:10][NH:9][C:6]1[CH:7]=[CH:8][C:3]([Cl:2])=[CH:4][CH:5]=1 |f:0.1|. Reported procedure: A suspension of 4-chloro-phenylhydrazine hydrochloride (29, 16.0 g, 89.4 mmol) in anhydrous MeOH (100 mL) was treated dropwise with a solution of ethylglycolate (50% solution in toluene, 20.06 g, 98.3 mmol, 1.1 equiv) in toluene at 25° C. under N2. The resulting reaction mixture was then warmed to reflux for 12 h. When TLC and HPLC showed the reaction was deemed complete, the solvent was removed in vacuo. The residue was then treated with 50% of CH2Cl2 and hexane (v/v, 100 mL) at 25° C. for 30 m... The reactants are ClC=1C=CC(=C(/C=C/C(=O)OC)C1)NS(=O)(=O)C1=CC=CC=C1 (methyl trans-5-chloro-2-(phenylsulfonylamino)cinnamate), Br.BrCC(=O)C=1SC(=CN1)C (2-bromoacetyl-5-methylthiazole hydrobromide). The product is COC(CC1=C(NC2=CC=C(C=C12)Cl)C(=O)C=1SC(=CN1)C)=O (Methyl[5-chloro-2-(5-methylthiazole-2-carbonyl)-1H-indol-3-yl]acetate). Procedure: The title compound was prepared according to the procedure described in Example 57 from methyl trans-5-chloro-2-(phenylsulfonylamino)cinnamate (Example 36, step 3) and 2-bromoacetyl-5-methylthiazole hydrobromide*. As a reaction SMILES: [Cl:1][C:2]1[CH:3]=[CH:4][C:5]([NH:14]S(C2C=CC=CC=2)(=O)=O)=[C:6]([CH:13]=1)/[CH:7]=[CH:8]/[C:9]([O:11][CH3:12])=[O:10].Br.Br[CH2:26][C:27]([C:29]1[S:30][C:31]([CH3:34])=[CH:32][N:33]=1)=[O:28]>>[CH3:12][O:11][C:9](=[O:10])[CH2:8][C:7]1[C:6]2[C:5](=[CH:4][CH:3]=[C:2]([Cl:1])[CH:13]=2)[NH:14][C:26]=1[C:27]([C:29]1[S:30][C:31]([CH3:34])=[CH:32][N:33]=1)=[O:28] |f:1.2|. The reactants are O=C1Cc2c(cccc2-c2cccc(Br)c2)N1, C1CCNCC1, CCO, Cc1[nH]c(C=O)c(C)c1C(=O)NCCN1CCCC1. The product is Cc1[nH]c(C=C2C(=O)Nc3cccc(-c4cccc(Br)c4)c32)c(C)c1C(=O)NCCN1CCCC1. As a reaction SMILES: [Br:1][c:2]1[cH:3][c:4](-[c:8]2[c:9]3[c:13]([cH:14][cH:15][cH:16]2)[NH:12][C:11](=[O:17])[CH2:10]3)[cH:5][cH:6][cH:7]1.[CH2:37]1[CH2:38][CH2:39][NH:40][CH2:41][CH2:42]1.[CH3:43][CH2:44][OH:45].[N:18]1([CH2:23][CH2:24][NH:25][C:26](=[O:27])[c:28]2[c:29]([CH3:36])[nH:30][c:31]([CH:34]=[O:35])[c:32]2[CH3:33])[CH2:19][CH2:20][CH2:21][CH2:22]1>>[Br:1][c:2]1[cH:3][c:4](-[c:8]2[c:9]3[c:13]([cH:14][cH:15][cH:16]2)[NH:12][C:11](=[O:17])[C:10]3=[CH:34][c:31]2[nH:30][c:29]([CH3:36])[c:28]([C:26]([NH:25][CH2:24][CH2:23][N:18]3[CH2:19][CH2:20][CH2:21][CH2:22]3)=[O:27])[c:32]2[CH3:33])[cH:5][cH:6][cH:7]1. Reactants: S1C(=CC=C1)SCCCC#N (4-(2-thienylsulfanyl)butane nitrile), IN1C(CCC1=O)=O (N-iodosuccinimide). The solvent is CN(C=O)C (N,N-dimethylformamide). Yields the product IC1=CC=C(S1)SCCCC#N (4-[(5-Iodo-2-thienyl)sulfanyl]butane nitrile). Yield: 95.9%. As a reaction SMILES: [S:1]1[CH:5]=[CH:4][CH:3]=[C:2]1[S:6][CH2:7][CH2:8][CH2:9][C:10]#[N:11].[I:12]N1C(=O)CCC1=O>CN(C)C=O>[I:12][C:5]1[S:1][C:2]([S:6][CH2:7][CH2:8][CH2:9][C:10]#[N:11])=[CH:3][CH:4]=1. Procedure: 2.3 g of thiophen-2-thiol, 3.0 g of 4-bromobutyronitrile and 5.5 g of potassium carbonate were stirred in N,N-dimethylformamide at room temperature to give 3.4 g of 4-(2-thienylsulfanyl)butane nitrile. 3.4 g of 4-(2-thienylsulfanyl)butane nitrile was reacted with 5.4 g of N-iodosuccinimide in N,N-dimethylformamide, whereby 5.5 g of the title compound was obtained as a pale yellow oil.